The task is: describe an organic reaction: reactants, conditions, products, and yield. This data is from the Open Reaction Database (ORD), a public repository of structured organic reaction records. The reactants are CC(=O)O, CN1CCCC1=O, CCOC(C)=O, CC(C)OC(C)C, O=c1[nH]ccn1-c1ccc(OCC(F)(F)C(F)F)cc1, CC(OS(=O)(=O)C(F)(F)F)C(=O)c1ccccc1F, [H-], [Na+], C1CCOC1. Yields the product CC(C(=O)c1ccccc1F)n1ccn(-c2ccc(OCC(F)(F)C(F)F)cc2)c1=O. As a reaction SMILES: [CH3:42][C:43](=[O:44])[OH:45].[CH3:46][N:47]1[CH2:48][CH2:49][CH2:50][C:51]1=[O:52].[CH3:58][CH2:59][O:60][C:61](=[O:62])[CH3:63].[CH:64]([O:65][CH:66]([CH3:67])[CH3:68])([CH3:69])[CH3:70].[F:1][C:2]([CH2:3][O:4][c:5]1[cH:6][cH:7][c:8](-[n:11]2[c:12](=[O:16])[nH:13][cH:14][cH:15]2)[cH:9][cH:10]1)([CH:17]([F:18])[F:19])[F:20].[F:23][c:24]1[c:25]([C:30]([CH:31]([CH3:32])[O:33][S:34]([C:35]([F:36])([F:37])[F:38])(=[O:39])=[O:40])=[O:41])[cH:26][cH:27][cH:28][cH:29]1.[H-:21].[Na+:22].[O:53]1[CH2:54][CH2:55][CH2:56][CH2:57]1>>[F:1][C:2]([CH2:3][O:4][c:5]1[cH:6][cH:7][c:8](-[n:11]2[c:12](=[O:16])[n:13]([CH:31]([C:30]([c:25]3[c:24]([F:23])[cH:29][cH:28][cH:27][cH:26]3)=[O:41])[CH3:32])[cH:14][cH:15]2)[cH:9][cH:10]1)([CH:17]([F:18])[F:19])[F:20]. Starting materials: COC1=CC=C2C=C([N+](=CC2=C1)[O-])C1=CC=CC=C1 (7-Methoxy-3-phenylisoquinoline-2-oxide), P(=O)(Cl)(Cl)Cl (phosphorus oxychloride). Yields the product ClC1=NC(=CC2=CC=C(C=C12)OC)C1=CC=CC=C1 (1-Chloro-7-methoxy-3-phenylisoquinoline). RXN SMILES: [CH3:1][O:2][C:3]1[CH:12]=[C:11]2[C:6]([CH:7]=[C:8]([C:14]3[CH:19]=[CH:18][CH:17]=[CH:16][CH:15]=3)[N+:9]([O-])=[CH:10]2)=[CH:5][CH:4]=1.P(Cl)(Cl)([Cl:22])=O>>[Cl:22][C:10]1[C:11]2[C:6](=[CH:5][CH:4]=[C:3]([O:2][CH3:1])[CH:12]=2)[CH:7]=[C:8]([C:14]2[CH:19]=[CH:18][CH:17]=[CH:16][CH:15]=2)[N:9]=1. Procedure details: 7-Methoxy-3-phenylisoquinoline-2-oxide (0.30 g) was reacted with phosphorus oxychloride (3 ml) at 110° C. for 2 hr. The reaction solution was evaporated, and to the resulting residue were added ethyl acetate and an aqueous solution of saturated sodium bicarbonate. The resulting organic layer was washed with water and brine, and dried over magnesium sulfate. The solvent was evaporated, and the resulting residue was purified by silica gel column chromatography (ethyl acetate/hexane system), to giv... Reactants: CCO, ClCCl, [Na+], C1CCOC1, [OH-], CS(=O)(=O)c1ccc(C(=CC2CCCO2)c2cc3cccnc3n2S(=O)(=O)c2ccccc2)cc1. Reaction SMILES: [CH3:38][CH2:39][OH:40].[Cl:46][CH2:47][Cl:48].[Na+:37].[O:41]1[CH2:42][CH2:43][CH2:44][CH2:45]1.[OH-:36].[c:1]1([S:2](=[O:3])(=[O:4])[n:10]2[c:11]([C:19](=[CH:20][CH:21]3[O:22][CH2:23][CH2:24][CH2:25]3)[c:26]3[cH:27][cH:28][c:29]([S:32](=[O:33])(=[O:34])[CH3:35])[cH:30][cH:31]3)[cH:12][c:13]3[c:14]2[n:15][cH:16][cH:17][cH:18]3)[cH:5][cH:6][cH:7][cH:8][cH:9]1>>[nH:10]1[c:11]([C:19](=[CH:20][CH:21]2[O:22][CH2:23][CH2:24][CH2:25]2)[c:26]2[cH:27][cH:28][c:29]([S:32](=[O:33])(=[O:34])[CH3:35])[cH:30][cH:31]2)[cH:12][c:13]2[c:14]1[n:15][cH:16][cH:17][cH:18]2. Yields the product CS(=O)(=O)c1ccc(C(=CC2CCCO2)c2cc3cccnc3[nH]2)cc1.